This data is from the Open Reaction Database (ORD), a public repository of structured organic reaction records. The task is: describe an organic reaction: reactants, conditions, products, and yield Reactants: Cl (HCl), BrCCCOC1=CC=C(C=C1)C1=NOC2=C1C=CC(=C2)F (3-[4-(3-bromo-propoxy)-phenyl]-6-fluoro-benzo[d]isoxazole), N1CCCCC1 (piperidine), C([O-])([O-])=O.[K+].[K+] (potassium carbonate). Run in C(C)#N (acetonitrile). The product is FC1=CC2=C(C(=NO2)C2=CC=C(C=C2)OCCCN2CCCCC2)C=C1 (6-fluoro-3-[4-(3-piperidin-1-yl-propoxy)-phenyl]-benzo[d]isoxazole), salt. Yield: 41.0%. As a reaction SMILES: Br[CH2:2][CH2:3][CH2:4][O:5][C:6]1[CH:11]=[CH:10][C:9]([C:12]2[C:16]3[CH:17]=[CH:18][C:19]([F:21])=[CH:20][C:15]=3[O:14][N:13]=2)=[CH:8][CH:7]=1.[NH:22]1[CH2:27][CH2:26][CH2:25][CH2:24][CH2:23]1.C(=O)([O-])[O-].[K+].[K+].Cl>C(#N)C>[F:21][C:19]1[CH:18]=[CH:17][C:16]2[C:12]([C:9]3[CH:10]=[CH:11][C:6]([O:5][CH2:4][CH2:3][CH2:2][N:22]4[CH2:27][CH2:26][CH2:25][CH2:24][CH2:23]4)=[CH:7][CH:8]=3)=[N:13][O:14][C:15]=2[CH:20]=1 |f:2.3.4|. Procedure: Combine 3-[4-(3-bromo-propoxy)-phenyl]-6-fluoro-benzo[d]isoxazole (0.727 g, 2.08 mmol), piperidine (0.707 g, 8.30 mmol), potassium carbonate (0.575 g, 4.16 mmol) and acetonitrile (7.0 mL) and heat (75° C.) overnight. Cool (45° C.) reaction, filter through a Waters Sep-Pak 1 g Silica cartridge (ethyl acetate) and concentrate (in vacuo). Purify the crude product by column (silica) chromatography with a graded solvent mixture of 5% methanol in dichloromethane to 10% methanol in dichloromethane. Con...